The task is: describe an organic reaction: reactants, conditions, products, and yield. This data is from the Open Reaction Database (ORD), a public repository of structured organic reaction records. Reactants: FC(C(=O)C1=CC=C(C=C1)O)(F)F (2,2,2-Trifluoro-1-(4-hydroxy-phenyl)-ethanone), [BH4-].[Na+] (NaBH4). The solvent is CO (MeOH). Run at time 20 minute. The product is FC(C(O)C1=CC=C(C=C1)O)(F)F (4-(2,2,2-Trifluoro-1-hydroxy-ethyl)-phenol). Isolated yield 75.7%. Reaction SMILES: [F:1][C:2]([F:13])([F:12])[C:3]([C:5]1[CH:10]=[CH:9][C:8]([OH:11])=[CH:7][CH:6]=1)=[O:4].[BH4-].[Na+]>CO>[F:1][C:2]([F:12])([F:13])[CH:3]([C:5]1[CH:10]=[CH:9][C:8]([OH:11])=[CH:7][CH:6]=1)[OH:4] |f:1.2|. Reported procedure: 2,2,2-Trifluoro-1-(4-hydroxy-phenyl)-ethanone (1) (4.1 g, 21.6 mmol) was dissolved in MeOH (50 mL) at 0° C. NaBH4 (1.6 g, 42.2 mmol) was slowly added to the above solution. After 20 minutes, the reaction mixture was quenched with 300 ml of 1M HCl. The mixture thus formed was extracted with ethyl acetate (3×100 mL). The combined organic phases were washed with H2O (3×100 mL), followed by brine (1×200 mL) and then dried over Na2SO4. The organic phase was collected by filtration and concentrated by... Starting materials: C(CCCCC(=O)[O-])(=O)OC (monomethyl adipate), molecular oxygen, C(=O)=O (carbon dioxide), formylvaleric esters, 4- and 3-formylvaleric esters, molecular oxygen, C(=O)CCCCC(=O)OC (methyl 5-formylvalerate), pentenoic esters, molecular oxygen, molecular oxygen, molecular oxygen. Yields the product CC(C(=O)O)CCC(=O)O (2-methylglutaric acid), 3-ethylsuccinic esters. Isolated yield 96.0%. As a reaction SMILES: [C:1](=[O:3])=[O:2].C([CH2:6][CH2:7][CH2:8][CH2:9][C:10]([O:12]C)=[O:11])=O.C(OC)(=O)CCCCC([O-])=O>>[CH3:6][CH:7]([CH2:8][CH2:9][C:10]([OH:12])=[O:11])[C:1]([OH:3])=[O:2]. Procedure details: The cleavage in stage (c) is advantageously carried out in the presence of molecular oxygen or a gas which contains molecular oxygen and an inert gas, such as nitrogen, carbon dioxide, argon or steam. A molar ratio of formylvaleric esters to molecular oxygen of from 1:0.05 to 1:3, in particular from 1:0.2 to 1:1.5, e.g., from 1:0.25 to 1:1.25, is advantageously used. This increases the catalyst life and in particular the yield of pentenoic esters. The presence of molecular oxygen was not indicat...